This data is from the Open Reaction Database (ORD), a public repository of structured organic reaction records. The task is: describe an organic reaction: reactants, conditions, products, and yield Reactants: FC=1C=C(C=C(C1)F)C=1C(CCC1C1=CC=C(C=C1)S(=O)(=O)C)=O (2-(3,5-Difluorophenyl)-3-(4-(methylsulfonyl)phenyl)-2-cyclopenten-1-one), CC(C)C[AlH]CC(C)C (DIBAL). Solvent: C1CCOC1 (THF). Reaction conditions: temperature 0 celsius, time 15 minute. Yields the product FC=1C=C(C=C(C1)F)C=1C(CCC1C1=CC=C(C=C1)S(=O)(=O)C)O (2-(3,5-Difluorophenyl)-3-(4-(methylsulfonyl)phenyl)-2-cyclopenten-1-ol). Isolated yield 91.7%. As a reaction SMILES: [F:1][C:2]1[CH:3]=[C:4]([C:9]2[C:10](=[O:24])[CH2:11][CH2:12][C:13]=2[C:14]2[CH:19]=[CH:18][C:17]([S:20]([CH3:23])(=[O:22])=[O:21])=[CH:16][CH:15]=2)[CH:5]=[C:6]([F:8])[CH:7]=1.CC(C[AlH]CC(C)C)C>C1COCC1>[F:1][C:2]1[CH:3]=[C:4]([C:9]2[CH:10]([OH:24])[CH2:11][CH2:12][C:13]=2[C:14]2[CH:19]=[CH:18][C:17]([S:20]([CH3:23])(=[O:22])=[O:21])=[CH:16][CH:15]=2)[CH:5]=[C:6]([F:8])[CH:7]=1. Procedure details: To a -78° C. solution of 2-(3,5-Difluorophenyl)-3-(4-(methylsulfonyl)phenyl)-2-cyclopenten-1-one (98 mg, 0.28 mmol) in THF (5 mL) was added DIBAL (1.5M toluene solution, 0.4 mL, 0.6 mmol). The solution was warmed to 0° C. and stirred 15 min, then cooled to -78° C. and quenched with 0.5 mL acetone. The solution was warmed and poured into 1M sodium potassium tartrate. The mixture was extracted with EtOAc, washed with brine, and dried over MgSO4. Crystallization from ether/hexanes provided the titl... Starting materials: Cl (hydrochloric acid), CC1=C(CCl)C=C(C=C1)C (2,5-dimethylbenzyl chloride), C(C)(C)(CC)O (tert-pentanol), liquid, [OH-].[Na+] (caustic soda), [C]=O (carbon monoxide). Reagents/catalysts: [Cl-].[Cl-].C1(=CC=CC=C1)P(C1=CC=CC=C1)C1=CC=CC=C1.C1(=CC=CC=C1)P(C1=CC=CC=C1)C1=CC=CC=C1.[Pd+2] (palladium(II)bis(triphenylphosphine) dichloride). The solvent is O (water), O (water), C(C)N(CC)CC (triethylamine), O (water). Conditions: temperature 70 celsius, time 1 hour. The product is CC1=C(C=C(C=C1)C)CC(=O)O (2,5-dimethylphenylacetic acid). Isolated yield 87.2%. As a reaction SMILES: [CH3:1][C:2]1[CH:9]=[CH:8][C:7]([CH3:10])=[CH:6][C:3]=1[CH2:4]Cl.[C:11]([OH:16])(CC)(C)C.[C]=[O:18].[OH-].[Na+].Cl>[Cl-].[Cl-].C1(P(C2C=CC=CC=2)C2C=CC=CC=2)C=CC=CC=1.C1(P(C2C=CC=CC=2)C2C=CC=CC=2)C=CC=CC=1.[Pd+2].O.C(N(CC)CC)C>[CH3:1][C:2]1[CH:9]=[CH:8][C:7]([CH3:10])=[CH:6][C:3]=1[CH2:4][C:11]([OH:16])=[O:18] |f:3.4,6.7.8.9.10,^3:16|. Procedure details: To a 1000 ml autoclave, 70.0 g the said rectified 2,5-dimethylbenzyl chloride, 137.5 g triethylamine, 0.3 g palladium(II)bis(triphenylphosphine) dichloride, 81 g water and 168.0 g tert-pentanol are added. Nitrogen is inflated to replace the air for three times and the temperature is raised to 70° C. At 70° C.˜75° C., carbon monoxide is inflated until the pressure is not decreasing. After the reaction has finished, it is cooled to 40° C., then the pressure is relieved, and nitrogen is inflated to... Reactants: ClCCCl, CCN(C(C)C)C(C)C, O=C(COc1ccc(Cl)cc1Cl)Nc1cccc(C(=O)O)c1, NCc1cccnc1, CN(C)C=O, On1nnc2ccccc21. Yields the product O=C(COc1ccc(Cl)cc1Cl)Nc1cccc(C(=O)NCc2cccnc2)c1. As a reaction SMILES: [CH2:31]([Cl:32])[CH2:33][Cl:34].[CH:45]([N:46]([CH2:47][CH3:48])[CH:49]([CH3:50])[CH3:51])([CH3:52])[CH3:53].[Cl:1][c:2]1[c:3]([O:4][CH2:5][C:6](=[O:7])[NH:8][c:9]2[cH:10][c:11]([C:12](=[O:13])[OH:14])[cH:15][cH:16][cH:17]2)[cH:18][cH:19][c:20]([Cl:22])[cH:21]1.[NH2:23][CH2:24][c:25]1[cH:26][n:27][cH:28][cH:29][cH:30]1.[O:54]=[CH:55][N:56]([CH3:57])[CH3:58].[OH:35][n:36]1[c:37]2[c:38]([cH:39][cH:40][cH:41][cH:42]2)[n:43][n:44]1>>[Cl:1][c:2]1[c:3]([O:4][CH2:5][C:6](=[O:7])[NH:8][c:9]2[cH:10][c:11]([C:12](=[O:14])[NH:23][CH2:24][c:25]3[cH:26][n:27][cH:28][cH:29][cH:30]3)[cH:15][cH:16][cH:17]2)[cH:18][cH:19][c:20]([Cl:22])[cH:21]1. Starting materials: FC1=C(C(=CC=C1)F)C1=NC=2C(C=3C=CC(=CC13)F)=NN(C2NC2CCN(CC2)C(=O)OC(C)(C)C)COCC[Si](C)(C)C (2-methylpropan-2-yl 4-{[5-(2,6-difluorophenyl)-7-fluoro-2-{[2-(trimethylsilyl)ethoxy]methyl}-2H-pyrazolo[4,3-c]isoquinolin-3-yl]amino}piperidine-1-carboxylate), CO (methanol), C([O-])(O)=O.[Na+] (sodium bicarbonate), solution, Cl (hydrochloric acid). Solvent: C1CCOC1 (THF), O1CCOCC1 (dioxane). Conditions: temperature 0 celsius, time 5 hour. Product: FC1=C(C(=CC=C1)F)C1=NC=2C(C=3C=CC(=CC13)F)=NN(C2NC2CCNCC2)COCC[Si](C)(C)C (5-(2,6-difluorophenyl)-7-fluoro-N-(piperidin-4-yl)-2-{[2-(trimethylsilyl)ethoxy]methyl}-2H-pyrazolo[4,3-c]isoquinolin-3-amine). Isolated yield 63.0%. As a reaction SMILES: [F:1][C:2]1[CH:7]=[CH:6][CH:5]=[C:4]([F:8])[C:3]=1[C:9]1[C:18]2[CH:17]=[C:16]([F:19])[CH:15]=[CH:14][C:13]=2[C:12]2=[N:20][N:21]([CH2:37][O:38][CH2:39][CH2:40][Si:41]([CH3:44])([CH3:43])[CH3:42])[C:22]([NH:23][CH:24]3[CH2:29][CH2:28][N:27](C(OC(C)(C)C)=O)[CH2:26][CH2:25]3)=[C:11]2[N:10]=1.CO.Cl.C(=O)(O)[O-].[Na+]>O1CCOCC1.C1COCC1>[F:8][C:4]1[CH:5]=[CH:6][CH:7]=[C:2]([F:1])[C:3]=1[C:9]1[C:18]2[CH:17]=[C:16]([F:19])[CH:15]=[CH:14][C:13]=2[C:12]2=[N:20][N:21]([CH2:37][O:38][CH2:39][CH2:40][Si:41]([CH3:44])([CH3:43])[CH3:42])[C:22]([NH:23][CH:24]3[CH2:25][CH2:26][NH:27][CH2:28][CH2:29]3)=[C:11]2[N:10]=1 |f:3.4|. Procedure details: 340 mg of 2-methylpropan-2-yl 4-{[5-(2,6-difluorophenyl)-7-fluoro-2-{[2-(trimethylsilyl)ethoxy]methyl}-2H-pyrazolo[4,3-c]isoquinolin-3-yl]amino}piperidine-1-carboxylate are introduced into 16 ml of methanol and 1.5 ml of THF. After cooling to 0° C. using an ice bath, 2.7 ml of a 4N solution of hydrochloric acid in dioxane are added and the mixture is stirred at RT for 5 h. It is poured into 200 ml of saturated sodium bicarbonate solution and then extracted with ethyl acetate, dried over MgSO4, f...